This data is from the Open Reaction Database (ORD), a public repository of structured organic reaction records. The task is: describe an organic reaction: reactants, conditions, products, and yield The reactants are CC(C)C(=O)OC=1C=CC(=CC1[C@H](CCN(C(C)C)C(C)C)C=2C=CC=CC2)CO (fesoterodine), C(\C=C\C(=O)O)(=O)O (fumaric acid). The solvent is O (water). Conditions: temperature 40 celsius, time 2 hour. Yields the product CC(C)C(=O)OC=1C=CC(=CC1[C@H](CCN(C(C)C)C(C)C)C=2C=CC=CC2)CO.C(=C/C(=O)O)\C(=O)O (Fesoterodine Fumarate). RXN SMILES: [CH3:1][CH:2]([C:4]([O:6][C:7]1[CH:8]=[CH:9][C:10]([CH2:29][OH:30])=[CH:11][C:12]=1[C@@H:13]([C:23]1[CH:24]=[CH:25][CH:26]=[CH:27][CH:28]=1)[CH2:14][CH2:15][N:16]([CH:20]([CH3:22])[CH3:21])[CH:17]([CH3:19])[CH3:18])=[O:5])[CH3:3].[C:31]([OH:38])(=[O:37])/[CH:32]=[CH:33]/[C:34]([OH:36])=[O:35]>O>[CH3:3][CH:2]([C:4]([O:6][C:7]1[CH:8]=[CH:9][C:10]([CH2:29][OH:30])=[CH:11][C:12]=1[C@@H:13]([C:23]1[CH:28]=[CH:27][CH:26]=[CH:25][CH:24]=1)[CH2:14][CH2:15][N:16]([CH:20]([CH3:21])[CH3:22])[CH:17]([CH3:18])[CH3:19])=[O:5])[CH3:1].[CH:32](/[C:31]([OH:38])=[O:37])=[CH:33]\[C:34]([OH:36])=[O:35] |f:3.4|. Reported procedure: 15.1 g (36.6 mmols) of fesoterodine are loaded into a 1 liter flask, followed by 4.25 g (36.6 mmols) of fumaric acid and 450 ml of deionised water. The mixture is stirred at 40° C. until complete dissolution of the solids and filtered over a 0.45 micron filter. The solution is then divided in equal parts and loaded into three 1000 ml flasks. Each flask is connected to a rotavapor without activating the vacuum and under rotation each flask is immersed in a dry ice and acetone bath kept at −50° C.... The reactants are CC(=O)CC(=O)OCCOCC(C)=Cc1ccc(Cc2cccnc2)cc1, CCCCCC, CC(C)O, N. Yields the product CC(N)=CC(=O)OCCOCC(C)=Cc1ccc(Cc2cccnc2)cc1. As a reaction SMILES: [C:1]([CH2:2][C:3](=[O:4])[CH3:5])(=[O:6])[O:7][CH2:8][CH2:9][O:10][CH2:11][C:12](=[CH:13][c:14]1[cH:15][cH:16][c:17]([CH2:20][c:21]2[cH:22][n:23][cH:24][cH:25][cH:26]2)[cH:18][cH:19]1)[CH3:27].[CH3:29][CH2:30][CH2:31][CH2:32][CH2:33][CH3:34].[CH3:35][CH:36]([OH:37])[CH3:38].[NH3:28]>>[C:1]([CH:2]=[C:3]([CH3:5])[NH2:28])(=[O:6])[O:7][CH2:8][CH2:9][O:10][CH2:11][C:12](=[CH:13][c:14]1[cH:15][cH:16][c:17]([CH2:20][c:21]2[cH:22][n:23][cH:24][cH:25][cH:26]2)[cH:18][cH:19]1)[CH3:27]. The reactants are C(O)([O-])=O.[Na+] (sodium hydrogencarbonate), BrC(C(=O)OC)CC1=CC=C(C=C1)OCC(CO)C1=NC=CC=C1C (methyl 2-bromo-3-{4-[3-hydroxy-2-(3-methyl-2-pyridyl)propoxy]phenyl}propionate), NC(=S)N (thiourea), C(C)(=O)[O-].[Na+] (sodium acetate). The solvent is C(C)O (ethanol), O (water). The product is OCC(COC1=CC=C(CC2C(NC(S2)=N)=O)C=C1)C1=NC=CC=C1C (5-{4-[3-hydroxy-2-(3-methyl-2-pyridyl)propoxy]-benzyl}-2-imino-4-thiazolidinone). As a reaction SMILES: Br[CH:2]([CH2:7][C:8]1[CH:13]=[CH:12][C:11]([O:14][CH2:15][CH:16]([C:19]2[C:24]([CH3:25])=[CH:23][CH:22]=[CH:21][N:20]=2)[CH2:17][OH:18])=[CH:10][CH:9]=1)[C:3](OC)=[O:4].[NH2:26][C:27]([NH2:29])=[S:28].C([O-])(=O)C.[Na+].C(=O)([O-])O.[Na+]>O.C(O)C>[OH:18][CH2:17][CH:16]([C:19]1[C:24]([CH3:25])=[CH:23][CH:22]=[CH:21][N:20]=1)[CH2:15][O:14][C:11]1[CH:12]=[CH:13][C:8]([CH2:7][CH:2]2[S:28][C:27](=[NH:26])[NH:29][C:3]2=[O:4])=[CH:9][CH:10]=1 |f:2.3,4.5|. Procedure: A mixture of methyl 2-bromo-3-{4-[3-hydroxy-2-(3-methyl-2-pyridyl)propoxy]phenyl}propionate (4.7 g), thiourea (875 mg), sodium acetate (943 mg) and ethanol (50 ml) was heated under reflux for 3 hours. The mixture was diluted with water, neutralized with aqueous sodium hydrogencarbonate solution and extracted with ethyl acetate. The ethyl acetate layer was washed with water, dried (MgSO4) and freed of the solvent to give 5-{4-[3-hydroxy-2-(3-methyl-2-pyridyl)propoxy]-benzyl}-2-imino-4-thiazolidin... The reactants are Cc1ccc(-n2nc(C(C)(C)C)cc2NC(=O)Oc2ccccc2)cc1, C1CCOC1, COc1cc2ncnc(Oc3cccc(N)c3)c2cc1OC, CN(C)c1ccncc1. The product is COc1cc2ncnc(Oc3cccc(NC(=O)Nc4cc(C(C)(C)C)nn4-c4ccc(C)cc4)c3)c2cc1OC. As a reaction SMILES: [C:1]([CH3:2])([CH3:3])([CH3:4])[c:5]1[n:6][n:7](-[c:20]2[cH:21][cH:22][c:23]([CH3:26])[cH:24][cH:25]2)[c:8]([NH:10][C:11]([O:12][c:13]2[cH:14][cH:15][cH:16][cH:17][cH:18]2)=[O:19])[cH:9]1.[CH2:58]1[O:59][CH2:60][CH2:61][CH2:62]1.[CH3:27][O:28][c:29]1[cH:30][c:31]2[c:32]([O:41][c:42]3[cH:43][c:44]([NH2:45])[cH:46][cH:47][cH:48]3)[n:33][cH:34][n:35][c:36]2[cH:37][c:38]1[O:39][CH3:40].[CH3:49][N:50]([c:51]1[cH:52][cH:53][n:54][cH:55][cH:56]1)[CH3:57]>>[C:1]([CH3:2])([CH3:3])([CH3:4])[c:5]1[n:6][n:7](-[c:20]2[cH:21][cH:22][c:23]([CH3:26])[cH:24][cH:25]2)[c:8]([NH:10][C:11](=[O:19])[NH:45][c:44]2[cH:43][c:42]([O:41][c:32]3[c:31]4[cH:30][c:29]([O:28][CH3:27])[c:38]([O:39][CH3:40])[cH:37][c:36]4[n:35][cH:34][n:33]3)[cH:48][cH:47][cH:46]2)[cH:9]1.